From a dataset of the Open Reaction Database (ORD), a public repository of structured organic reaction records. describe an organic reaction: reactants, conditions, products, and yield Starting materials: [BH4-], CC(=O)O, CS(C)=O, O=[N+]([O-])C=Cc1ccc(Oc2ccccn2)cc1, [Na+]. The product is O=[N+]([O-])CCc1ccc(Oc2ccccn2)cc1. As a reaction SMILES: [BH4-:23].[CH3:19][C:20](=[O:21])[OH:22].[CH3:25][S:26](=[O:27])[CH3:28].[N+:1](=[O:2])([O-:3])[CH:4]=[CH:5][c:6]1[cH:7][cH:8][c:9]([O:10][c:11]2[n:12][cH:13][cH:14][cH:15][cH:16]2)[cH:17][cH:18]1.[Na+:24]>>[N+:1](=[O:2])([O-:3])[CH2:4][CH2:5][c:6]1[cH:7][cH:8][c:9]([O:10][c:11]2[n:12][cH:13][cH:14][cH:15][cH:16]2)[cH:17][cH:18]1. The reactants are O=C([O-])[O-], C1COCCO1, CC(=O)N1CCC(n2cc(B3OC(C)(C)C(C)(C)O3)cn2)CC1, CCOC(C)=O, Nc1ncc(I)c2cc(Cl)oc12, [K+], [K+], O. Yields the product CC(=O)N1CCC(n2cc(-c3cnc(N)c4oc(Cl)cc34)cn2)CC1. Reaction SMILES: [C:36](=[O:37])([O-:38])[O-:39].[CH2:42]1[O:43][CH2:44][CH2:45][O:46][CH2:47]1.[CH3:1][C:2]1([CH3:3])[C:4]([CH3:5])([CH3:6])[O:7][B:8]([c:9]2[cH:10][n:11][n:12]([CH:14]3[CH2:15][CH2:16][N:17]([C:20]([CH3:21])=[O:22])[CH2:18][CH2:19]3)[cH:13]2)[O:23]1.[CH3:49][CH2:50][O:51][C:52]([CH3:53])=[O:54].[Cl:24][c:25]1[cH:26][c:27]2[c:28]([c:29]([NH2:34])[n:30][cH:31][c:32]2[I:33])[o:35]1.[K+:40].[K+:41].[OH2:48]>>[c:9]1(-[c:32]2[c:27]3[cH:26][c:25]([Cl:24])[o:35][c:28]3[c:29]([NH2:34])[n:30][cH:31]2)[cH:10][n:11][n:12]([CH:14]2[CH2:15][CH2:16][N:17]([C:20]([CH3:21])=[O:22])[CH2:18][CH2:19]2)[cH:13]1. Reactants: Cl (hydrochloric acid), CO (methanol), [BH4-].[Na+] (sodium borohydride), COC1=C(C=O)C=CC(=C1)OCC(COCCCCCCCCCCCCCCCCCC)(COCCCCCCCCCCCCCCCCCC)COCCCCCCCCCCCCCCCCCC (2-Methoxy-4-(2′,2′,2′-tris(octadecyloxymethyl)ethoxy)benzaldehyde). Run in C(Cl)(Cl)Cl (chloroform), C1CCOC1 (THF). Reaction conditions: temperature 60 celsius, time 2 hour. The product is COC1=C(CO)C=CC(=C1)OCC(COCCCCCCCCCCCCCCCCCC)(COCCCCCCCCCCCCCCCCCC)COCCCCCCCCCCCCCCCCCC (2-methoxy-4-(2′,2′,2′-tris(octadecyloxymethyl)ethoxy)benzyl alcohol). As a reaction SMILES: [CH3:1][O:2][C:3]1[CH:10]=[C:9]([O:11][CH2:12][C:13]([CH2:54][O:55][CH2:56][CH2:57][CH2:58][CH2:59][CH2:60][CH2:61][CH2:62][CH2:63][CH2:64][CH2:65][CH2:66][CH2:67][CH2:68][CH2:69][CH2:70][CH2:71][CH2:72][CH3:73])([CH2:34][O:35][CH2:36][CH2:37][CH2:38][CH2:39][CH2:40][CH2:41][CH2:42][CH2:43][CH2:44][CH2:45][CH2:46][CH2:47][CH2:48][CH2:49][CH2:50][CH2:51][CH2:52][CH3:53])[CH2:14][O:15][CH2:16][CH2:17][CH2:18][CH2:19][CH2:20][CH2:21][CH2:22][CH2:23][CH2:24][CH2:25][CH2:26][CH2:27][CH2:28][CH2:29][CH2:30][CH2:31][CH2:32][CH3:33])[CH:8]=[CH:7][C:4]=1[CH:5]=[O:6].CO.[BH4-].[Na+].Cl>C1COCC1.C(Cl)(Cl)Cl>[CH3:1][O:2][C:3]1[CH:10]=[C:9]([O:11][CH2:12][C:13]([CH2:54][O:55][CH2:56][CH2:57][CH2:58][CH2:59][CH2:60][CH2:61][CH2:62][CH2:63][CH2:64][CH2:65][CH2:66][CH2:67][CH2:68][CH2:69][CH2:70][CH2:71][CH2:72][CH3:73])([CH2:34][O:35][CH2:36][CH2:37][CH2:38][CH2:39][CH2:40][CH2:41][CH2:42][CH2:43][CH2:44][CH2:45][CH2:46][CH2:47][CH2:48][CH2:49][CH2:50][CH2:51][CH2:52][CH3:53])[CH2:14][O:15][CH2:16][CH2:17][CH2:18][CH2:19][CH2:20][CH2:21][CH2:22][CH2:23][CH2:24][CH2:25][CH2:26][CH2:27][CH2:28][CH2:29][CH2:30][CH2:31][CH2:32][CH3:33])[CH:8]=[CH:7][C:4]=1[CH2:5][OH:6] |f:2.3|. Procedure: 2-Methoxy-4-(2′,2′,2′-tris(octadecyloxymethyl)ethoxy)benzaldehyde (288 mg, 280 μmol) was dissolved in THF (3 ml), methanol (0.3 ml) and sodium borohydride (31.8 mg, 841 μmol) were added, and the mixture was stirred at 60° C. for 2 hr. The reaction mixture was cooled to room temperature, 1N hydrochloric acid (5 ml) and chloroform (5 ml) were added, and the mixture was stirred. The aqueous layer was removed, and the organic layer was further washed twice with purified water (5 ml). The organic lay... Reactants: COC1=C(OCC(=O)OC(C)(C)C)C=CC(=C1)[C@H]1[C@@H](C1)C(C1=CC(=CC=C1)N1CCN(CC1)C(=O)OC(C)(C)C)=O ((+/-)-trans-t-Butyl [[2-methoxy-4-[2-((3-(4-t-butyloxycarbonyl-1-piperazinyl)benzoyl))cyclopropyl]-phenoxy]]acetate), C(=O)(C(F)(F)F)O.C(Cl)Cl (TFA CH2Cl2), IR(KBr). Product: COC1=C(OCC(=O)O)C=CC(=C1)[C@H]1[C@@H](C1)C(C1=CC(=CC=C1)N1CCNCC1)=O.FC(C(=O)O)(F)F ((+/-)-trans-[[2-methoxy-4-[2-((3-(1-piperazinyl)benzoyl))cyclopropyl]phenoxy]]acetic acid·trifluoroacetic acid). Reaction SMILES: [CH3:1][O:2][C:3]1[CH:17]=[C:16]([C@@H:18]2[CH2:20][C@H:19]2[C:21](=[O:41])[C:22]2[CH:27]=[CH:26][CH:25]=[C:24]([N:28]3[CH2:33][CH2:32][N:31](C(OC(C)(C)C)=O)[CH2:30][CH2:29]3)[CH:23]=2)[CH:15]=[CH:14][C:4]=1[O:5][CH2:6][C:7]([O:9]C(C)(C)C)=[O:8].[C:42]([OH:48])([C:44]([F:47])([F:46])[F:45])=[O:43].C(Cl)Cl>>[CH3:1][O:2][C:3]1[CH:17]=[C:16]([C@@H:18]2[CH2:20][C@H:19]2[C:21](=[O:41])[C:22]2[CH:27]=[CH:26][CH:25]=[C:24]([N:28]3[CH2:29][CH2:30][NH:31][CH2:32][CH2:33]3)[CH:23]=2)[CH:15]=[CH:14][C:4]=1[O:5][CH2:6][C:7]([OH:9])=[O:8].[F:45][C:44]([F:47])([F:46])[C:42]([OH:48])=[O:43] |f:1.2,3.4|. Reported procedure: Cyclopropyl adduct 300a was deprotected with TFA/CH2Cl2 in the usual way to provide a pale grey solid. IR(KBr): cm-1 3200-2500(br), 1738, 1680. HR-MS: Calc'd 411.1920, Found 411.1925. Starting materials: C1N[C@@H](CC=2C3=CC=CC=C3NC12)C(=O)O ((3S)-1,2,3,4-Tetrahydro-β-carboline-3-carboxylic acid), O=S(Cl)Cl (SOCl2), C(C)O (ethanol). Product: C1N[C@@H](CC=2C3=CC=CC=C3NC12)C(=O)OCC (Ethyl (3S)-1,2,3,4-tetrahydro-β-carboline-3-carboxylate). Yield: 68.0%. As a reaction SMILES: [CH2:1]1[C:13]2[NH:12][C:11]3[C:6](=[CH:7][CH:8]=[CH:9][CH:10]=3)[C:5]=2[CH2:4][C@@H:3]([C:14]([OH:16])=[O:15])[NH:2]1.O=S(Cl)Cl.[CH2:21](O)[CH3:22]>>[CH2:1]1[C:13]2[NH:12][C:11]3[C:6](=[CH:7][CH:8]=[CH:9][CH:10]=3)[C:5]=2[CH2:4][C@@H:3]([C:14]([O:16][CH2:21][CH3:22])=[O:15])[NH:2]1. Procedure: (3S)-1,2,3,4-Tetrahydro-β-carboline-3-carboxylic acid (32.5 g) is suspended in ethanol (500 ml) and thereto is added dropwise SOCl2 (13.0 ml) at 0° C. The mixture is refluxed for 8 hours and then distilled to remove the solvent. The residue is dissolved in water and is made alkaline with NH4OH and extracted with ethyl acetate. The extract is dried and distilled to remove the solvent. The residue is recrystallized from ethyl acetate-isopropyl ether to give the title compound (24.86 g, 68%) as col... The reactants are ClC1=CC=C(C=N1)C(O)(C=1N(C=NC1)C)C=1C=C2C(=CC(=NC2=CC1)OC)C1=CC(=CC=C1)OC(C)C ((6-chloro-pyridin-3-yl)-[4-(3-isopropoxy-phenyl)-2-methoxy-quinolin-6-yl]-(3-methyl-3H-imidazol-4-yl)-methanol), Cl (HCl). Solvent: C1CCOC1 (THF). Yields the product ClC1=CC=C(C=N1)C(C=1C=C2C(=CC(NC2=CC1)=O)C1=CC(=CC=C1)OC(C)C)(C=1N(C=NC1)C)O (6-[(6-Chloro-pyridin-3-yl)-hydroxy-(3-methyl-3H-imidazol-4-yl)-methyl]-4-(3-isopropoxy-phenyl)-1H-quinolin-2-one). Isolated yield 28.5%. As a reaction SMILES: [Cl:1][C:2]1[N:7]=[CH:6][C:5]([C:8]([C:16]2[CH:17]=[C:18]3[C:23](=[CH:24][CH:25]=2)[N:22]=[C:21]([O:26]C)[CH:20]=[C:19]3[C:28]2[CH:33]=[CH:32][CH:31]=[C:30]([O:34][CH:35]([CH3:37])[CH3:36])[CH:29]=2)([C:10]2[N:11]([CH3:15])[CH:12]=[N:13][CH:14]=2)[OH:9])=[CH:4][CH:3]=1.Cl>C1COCC1>[Cl:1][C:2]1[N:7]=[CH:6][C:5]([C:8]([OH:9])([C:10]2[N:11]([CH3:15])[CH:12]=[N:13][CH:14]=2)[C:16]2[CH:17]=[C:18]3[C:23](=[CH:24][CH:25]=2)[NH:22][C:21](=[O:26])[CH:20]=[C:19]3[C:28]2[CH:33]=[CH:32][CH:31]=[C:30]([O:34][CH:35]([CH3:37])[CH3:36])[CH:29]=2)=[CH:4][CH:3]=1. Reported procedure: Following the same procedure as described in example 1F, 6-[(6-chloro-pyridin-3-yl)-[4-(3-isopropoxy-phenyl)-2-methoxy-quinolin-6-yl]-(3-methyl-3H-imidazol-4-yl)-methanol (75 mg, 0.14 mmol) was treated with HCl in aqueous THF to yield the title compound (20 mg, 27% yield). The reactants are FC(C(=O)O)(F)F (Trifluoroacetic acid), CC1C(CNC2=CC=CC=C2)(C(=CC(=C1)C=CC#N)C)C(=O)O (2,6-dimethyl-4-(2-cyanoethenyl)-1-carboxybenzyl phenylamine), N (ammonia). Run in O (water). Reaction conditions: temperature 52.5 celsius. Yields the product CC1=C(C(=CC(=C1)C=CC#N)C)N (2,6-dimethyl-4-(2-cyanoethenyl)phenylamine). RXN SMILES: FC(F)(F)C(O)=O.[CH3:8][CH:9]1[CH:22]=[C:21]([CH:23]=[CH:24][C:25]#[N:26])[CH:20]=[C:19]([CH3:27])[C:10]1(C(O)=O)CNC1C=CC=CC=1.[NH3:31]>O>[CH3:8][C:9]1[CH:22]=[C:21]([CH:23]=[CH:24][C:25]#[N:26])[CH:20]=[C:19]([CH3:27])[C:10]=1[NH2:31]. Reported procedure: Trifluoroacetic acid (600 ml) was slowly added to the residue of 2,6-dimethyl-4-(2-cyanoethenyl)-1-carboxybenzyl phenylamine obtained from example 2 (161 gms) at 25 to 30° C. and the reaction mass was stirred at 45-60° C. till completion of reaction as monitored by TLC. After completion of the reaction, water (1800 ml) was added to the reaction mass, neutralized with aqueous ammonia and extracted with toluene. The organic layer was separated and concentrated to give 2,6-dimethyl-4-(2-cyanoetheny... The reactants are C(C1=CC=CC=C1)(=O)C1=C(C=CC=C1)NS(=O)(=O)C1=CC=C(C(=O)NCC(=O)O)C=C1 ([4-(2-benzoyl-phenylsulfamoyl)-benzoylamino]-acetic acid), N1(CCCC1)CCN1CCNCC1 (1-(2-pyrrolidin-1-yl-ethyl)-piperazine). Product: C(C1=CC=CC=C1)(=O)C1=C(C=CC=C1)NS(=O)(=O)C1=CC=C(C(=O)NCC(N2CCN(CC2)CCN2CCCC2)=O)C=C1 (4-(2-Benzoyl-phenylsulfamoyl)-N-{2-oxo-2-[4-(2-pyrrolidin-1-yl-ethyl)-piperazin-1-yl]-ethyl}-benzamide). As a reaction SMILES: [C:1]([C:9]1[CH:14]=[CH:13][CH:12]=[CH:11][C:10]=1[NH:15][S:16]([C:19]1[CH:31]=[CH:30][C:22]([C:23]([NH:25][CH2:26][C:27]([OH:29])=O)=[O:24])=[CH:21][CH:20]=1)(=[O:18])=[O:17])(=[O:8])[C:2]1[CH:7]=[CH:6][CH:5]=[CH:4][CH:3]=1.[N:32]1([CH2:37][CH2:38][N:39]2[CH2:44][CH2:43][NH:42][CH2:41][CH2:40]2)[CH2:36][CH2:35][CH2:34][CH2:33]1>>[C:1]([C:9]1[CH:14]=[CH:13][CH:12]=[CH:11][C:10]=1[NH:15][S:16]([C:19]1[CH:31]=[CH:30][C:22]([C:23]([NH:25][CH2:26][C:27](=[O:29])[N:42]2[CH2:41][CH2:40][N:39]([CH2:38][CH2:37][N:32]3[CH2:33][CH2:34][CH2:35][CH2:36]3)[CH2:44][CH2:43]2)=[O:24])=[CH:21][CH:20]=1)(=[O:17])=[O:18])(=[O:8])[C:2]1[CH:7]=[CH:6][CH:5]=[CH:4][CH:3]=1. Procedure details: The title compound was prepared from [4-(2-benzoyl-phenylsulfamoyl)-benzoylamino]-acetic acid and 1-(2-pyrrolidin-1-yl-ethyl)-piperazine (EMKA-Chemie) according to the method described in Example 1.1/f. MS (EI) 604.2 (MH+). Procedure details: 5.3 ml (5.3 mmol) of diisobutylaluminum hydride (1 M in toluene) are added under nitrogen at -78° C. to 1.35 g (5.2 mmol) of the compound from Example 28 in 25 ml of absolute tetrahydrofuran and, after warming to 25° C., the mixture is hydrolyzed using 20% strength potassium hydroxide solution. The aqueous phase is washed with ethyl acetate and the combined organic phases are dried. After evaporating in vacuo, 1.12 g of crude product are obtained. RXN SMILES: [H-].C([Al+]CC(C)C)C(C)C.[CH3:11][C:12]1[C:17]([C:18](OC)=[O:19])=[C:16]([C:22]2[CH:27]=[CH:26][C:25]([F:28])=[CH:24][CH:23]=2)[CH:15]=[C:14]([CH3:29])[N:13]=1.[OH-].[K+]>O1CCCC1>[CH3:11][C:12]1[C:17]([CH2:18][OH:19])=[C:16]([C:22]2[CH:27]=[CH:26][C:25]([F:28])=[CH:24][CH:23]=2)[CH:15]=[C:14]([CH3:29])[N:13]=1 |f:0.1,3.4|. Product: CC1=NC(=CC(=C1CO)C1=CC=C(C=C1)F)C (2,6-Dimethyl-4-(4-fluorophenyl)-3-hydroxymethyl-pyridine). Run at temperature 25 celsius. Solvent: O1CCCC1 (tetrahydrofuran). The reactants are [H-].C(C(C)C)[Al+]CC(C)C (diisobutylaluminum hydride), CC1=NC(=CC(=C1C(=O)OC)C1=CC=C(C=C1)F)C (Methyl 2,6-dimethyl-4-(4-fluorophenyl)-pyridine-3-carboxylate), [OH-].[K+] (potassium hydroxide). The reactants are Cl.C(C)(C)(C)C1=CC(=C(C=N1)C=1N([C@]([C@](N1)(C)C1=CC=C(C=C1)Cl)(C)C1=CC=C(C=C1)Cl)C(=O)N1CCN(CC1)CC(=O)O)OCC ({4-[(4S,5R)-2-(6-tert-Butyl-4-ethoxy-pyridin-3-yl)-4,5-bis-(4-chloro-phenyl)-4,5-dimethyl-4,5-dihydro-imidazole-1-carbonyl]-piperazin-1-yl}-acetic acid hydrochloride), C(C)(C)NC (isopropyl-methyl-amine). The product is C(C)(C)(C)C1=CC(=C(C=N1)C=1N([C@]([C@](N1)(C)C1=CC=C(C=C1)Cl)(C)C1=CC=C(C=C1)Cl)C(=O)N1CCN(CC1)CC(=O)N(C)C(C)C)OCC (2-{4-[(4S,5R)-2-(6-tert-Butyl-4-ethoxy-pyridin-3-yl)-4,5-bis-(4-chloro-phenyl)-4,5-dimethyl-4,5-dihydro-imidazole-1-carbonyl]-piperazin-1-yl}-N-isopropyl-N-methyl-acetamide). Reaction SMILES: Cl.[C:2]([C:6]1[N:11]=[CH:10][C:9]([C:12]2[N:13]([C:33]([N:35]3[CH2:40][CH2:39][N:38]([CH2:41][C:42](O)=[O:43])[CH2:37][CH2:36]3)=[O:34])[C@@:14]([C:26]3[CH:31]=[CH:30][C:29]([Cl:32])=[CH:28][CH:27]=3)([CH3:25])[C@@:15]([C:18]3[CH:23]=[CH:22][C:21]([Cl:24])=[CH:20][CH:19]=3)([CH3:17])[N:16]=2)=[C:8]([O:45][CH2:46][CH3:47])[CH:7]=1)([CH3:5])([CH3:4])[CH3:3].[CH:48]([NH:51][CH3:52])([CH3:50])[CH3:49]>>[C:2]([C:6]1[N:11]=[CH:10][C:9]([C:12]2[N:13]([C:33]([N:35]3[CH2:40][CH2:39][N:38]([CH2:41][C:42]([N:51]([CH:48]([CH3:50])[CH3:49])[CH3:52])=[O:43])[CH2:37][CH2:36]3)=[O:34])[C@@:14]([C:26]3[CH:27]=[CH:28][C:29]([Cl:32])=[CH:30][CH:31]=3)([CH3:25])[C@@:15]([C:18]3[CH:23]=[CH:22][C:21]([Cl:24])=[CH:20][CH:19]=3)([CH3:17])[N:16]=2)=[C:8]([O:45][CH2:46][CH3:47])[CH:7]=1)([CH3:4])([CH3:3])[CH3:5] |f:0.1|. Reported procedure: In a manner analogous to the method described in examples 99, {4-[(4S,5R)-2-(6-tert-butyl-4-ethoxy-pyridin-3-yl)-4,5-bis-(4-chloro-phenyl)-4,5-dimethyl-4,5-dihydro-imidazole-1-carbonyl]-piperazin-1-yl}-acetic acid hydrochloride (example 94) was coupled with isopropyl-methyl-amine (Aldrich) to give the title compound. HR-MS (ES, m/z) calculated for C39H51Cl2N6O3 [(M+H)+] 721.3394, observed 721.3399.